Dataset: the Open Reaction Database (ORD), a public repository of structured organic reaction records. Task: describe an organic reaction: reactants, conditions, products, and yield Starting materials: COCCl (Methoxymethyl chloride), C=1(C(=CC=CC1)C=1C(=CC=CC1)O)O (biphenol), C1CCOC1 (THF), [H-].[Na+] (NaH), CN(C)C=O (DMF), C1CCOC1 (THF). Reaction conditions: time 10 minute. Yields the product COCOC1=C(C=CC=C1)C1=C(C=CC=C1)OCOC (2,2′-Bis-(methoxymethoxy)bibenzene). Yield: 97.0%. RXN SMILES: [H-].[Na+].CN(C=O)C.[C:8]1([OH:21])[C:9]([C:14]2[C:15]([OH:20])=[CH:16][CH:17]=[CH:18][CH:19]=2)=[CH:10][CH:11]=[CH:12][CH:13]=1.[CH3:22][O:23][CH2:24]Cl.C1[CH2:30][O:29][CH2:28]C1>>[CH3:22][O:23][CH2:24][O:21][C:8]1[CH:13]=[CH:12][CH:11]=[CH:10][C:9]=1[C:14]1[CH:19]=[CH:18][CH:17]=[CH:16][C:15]=1[O:20][CH2:28][O:29][CH3:30] |f:0.1|. Procedure: To a 250 mL of three-necked bottle was added NaH (content 50%, 3.5 g, 72 mmol), anhydrous THF (60 mL) and anhydrous DMF (20 mL), after the temperature was lowered to 0° C., a solution of biphenol (5.6 g, 30 mmol) in THF (15 mL) was added, stirred at this temperature for 10 minutes. Methoxymethyl chloride (6 mL, 78 mmol) was added dropwise, and the mixture was stirred for 8 h at room temperature, quenched by adding 100 mL of water, extracted with ethyl acetate (100 mL×3), the combined organic pha...